Dataset: the Open Reaction Database (ORD), a public repository of structured organic reaction records. Task: describe an organic reaction: reactants, conditions, products, and yield Starting materials: C(#N)C1=CC=C(OC=2C=C(C(=O)NC3CCNCC3)C=C(N2)OC2=CC=C(C=C2)C#N)C=C1 (2,6-Bis(4-cyano phenoxy)-N-piperidin-4-yl-isonicotinamide), C(C)(C)(C)OC(NCCCBr)=O ((3-bromo-propyl)-carbamic acid tert-butyl ester), C([O-])([O-])=O.[K+].[K+] (potassium carbonate). The product is C(C)(C)(C)OC(NCCCN1CCC(CC1)NC(=O)C1=CC(=NC(=C1)OC1=CC=C(C=C1)C#N)OC1=CC=C(C=C1)C#N)=O ([3-(4-{[2,6-Bis(4-cyano-phenoxy)-pyridine-4-carbonyl]amino}piperidin-1-yl)-propyl]carbamic Acid Tert-butyl Ester). The yield is 80.6%. As a reaction SMILES: [C:1]([C:3]1[CH:33]=[CH:32][C:6]([O:7][C:8]2[CH:9]=[C:10]([CH:20]=[C:21]([O:23][C:24]3[CH:29]=[CH:28][C:27]([C:30]#[N:31])=[CH:26][CH:25]=3)[N:22]=2)[C:11]([NH:13][CH:14]2[CH2:19][CH2:18][NH:17][CH2:16][CH2:15]2)=[O:12])=[CH:5][CH:4]=1)#[N:2].[C:34]([O:38][C:39](=[O:45])[NH:40][CH2:41][CH2:42][CH2:43]Br)([CH3:37])([CH3:36])[CH3:35].C(=O)([O-])[O-].[K+].[K+]>>[C:34]([O:38][C:39](=[O:45])[NH:40][CH2:41][CH2:42][CH2:43][N:17]1[CH2:16][CH2:15][CH:14]([NH:13][C:11]([C:10]2[CH:20]=[C:21]([O:23][C:24]3[CH:25]=[CH:26][C:27]([C:30]#[N:31])=[CH:28][CH:29]=3)[N:22]=[C:8]([O:7][C:6]3[CH:5]=[CH:4][C:3]([C:1]#[N:2])=[CH:33][CH:32]=3)[CH:9]=2)=[O:12])[CH2:19][CH2:18]1)([CH3:37])([CH3:36])[CH3:35] |f:2.3.4|. Procedure details: 2,6-Bis(4-cyano phenoxy)-N-piperidin-4-yl-isonicotinamide 0.16 g (0.364 mmol), (3-bromo-propyl)-carbamic acid tert-butyl ester 0.12 g (0.50 mmol) and potassium carbonate 0.175 g (1.26 mmol) were used and the procedure of Example 11(e) was followed to afford 0.175 g of the required product. Percentage purity (LCMS): 80.4%, (M+1)=596.2+1. NMR (DMSO-d6): δ 1.40 (9H, s), 1.88 (9H, m), 2.95 (4H, m), 3.85 (2H, m), 6.86 (2H, brs), 7.26 (2H, s), 7.34 (4H, d), 7.85 (4H, d), 8.15 (2H, brs), 9.02 (1H, brs)... Starting materials: C1=CCCCC1, CCO, C[Si](C)(C)c1cc2cc(CO)nc(Cl)c2o1. The product is C[Si](C)(C)c1cc2cc(CO)ncc2o1. As a reaction SMILES: [CH2:17]1[CH2:18][CH:19]=[CH:20][CH2:21][CH2:22]1.[CH3:23][CH2:24][OH:25].[Cl:1][c:2]1[n:3][c:4]([CH2:15][OH:16])[cH:5][c:6]2[c:7]1[o:8][c:9]([Si:11]([CH3:12])([CH3:13])[CH3:14])[cH:10]2>>[cH:2]1[n:3][c:4]([CH2:15][OH:16])[cH:5][c:6]2[c:7]1[o:8][c:9]([Si:11]([CH3:12])([CH3:13])[CH3:14])[cH:10]2. Reactants: C1C(C1)C1OC2=C(NC1=O)C=C(C=C2)[N+](=O)[O-] (2-(2-cyclopropyl)-6-nitro-3-oxo-4H-benz[1,4]oxazine), [Cl-].[NH4+] (ammonium chloride). The reagents and catalysts are [Fe] (iron). Run in ClCCl (dichloromethane), CCO.O (EtOH water). Reaction conditions: temperature 90 celsius. Yields the product NC=1C=CC2=C(NC(C(O2)C2CC2)=O)C1 (6-Amino-2-(2-cycloproply)-3-oxo-4H-benz[1,4]oxazine). Reaction SMILES: [CH2:1]1[CH2:3][CH:2]1[CH:4]1[C:9](=[O:10])[NH:8][C:7]2[CH:11]=[C:12]([N+:15]([O-])=O)[CH:13]=[CH:14][C:6]=2[O:5]1.[Cl-].[NH4+]>CCO.O.ClCCl.[Fe]>[NH2:15][C:12]1[CH:13]=[CH:14][C:6]2[O:5][CH:4]([CH:2]3[CH2:3][CH2:1]3)[C:9](=[O:10])[NH:8][C:7]=2[CH:11]=1 |f:1.2,3.4|. Procedure details: To a solution of 200 mg of 2-(2-cyclopropyl)-6-nitro-3-oxo-4H-benz[1,4]oxazine (1 g) in EtOH/water (20 mL; 2:1 v/v) was added 5 eq of iron and 5 eq of ammonium chloride and the reaction was heated at 90° C. for 4 h. The reaction mixture was cooled to room temperature, diluted with dichloromethane and filtered. The layers were separated, the aqueous was extracted once with dichloromethane, the combined organics layers were dried over magnesium sulfate, the solution filtered and the filtrate evapo... The reactants are O=C(Cl)c1ccc(CCl)cc1, Cc1ccc(N)cc1Nc1nccc(-c2cccnc2)n1, O. Yields the product Cc1ccc(NC(=O)c2ccc(CCl)cc2)cc1Nc1nccc(-c2cccnc2)n1. RXN SMILES: [Cl:22][CH2:23][c:24]1[cH:25][cH:26][c:27]([C:28](=[O:29])[Cl:30])[cH:31][cH:32]1.[NH2:1][c:2]1[cH:3][cH:4][c:5]([CH3:21])[c:6]([NH:8][c:9]2[n:10][cH:11][cH:12][c:13](-[c:15]3[cH:16][n:17][cH:18][cH:19][cH:20]3)[n:14]2)[cH:7]1.[OH2:33]>>[NH:1]([c:2]1[cH:3][cH:4][c:5]([CH3:21])[c:6]([NH:8][c:9]2[n:10][cH:11][cH:12][c:13](-[c:15]3[cH:16][n:17][cH:18][cH:19][cH:20]3)[n:14]2)[cH:7]1)[C:28]([c:27]1[cH:26][cH:25][c:24]([CH2:23][Cl:22])[cH:32][cH:31]1)=[O:29].